Dataset: the Open Reaction Database (ORD), a public repository of structured organic reaction records. Task: describe an organic reaction: reactants, conditions, products, and yield Reactants: O (water), ClC1=C(C(=O)Cl)C(=CC=C1)Cl (2,6-dichlorobenzoylchloride), CC=1C=C(C=CC1)OC (3-methylanisole), C1(=CC=CC=C1)C (toluene). Procedure: A mixture of 2,6-dichlorobenzoylchloride (5.24 g; 25 mmol), 3-methylanisole (2.44 g; 20 mmol) and iron(III)chloride (20 mg) is heated to 100° C. for 45 minutes with stirring. After cooling, toluene is added, the mixture is shaken with water, the organic phase is dried and the solvent is evaporated. The reaction product is purified chromatograpically (flash column with 70 g of silicagel; elution with petrolether/toluene changing from 75:25 to 40:60 (v/v)). After evaporation the residue from the m... Reagents/catalysts: [Fe](Cl)(Cl)Cl (iron(III)chloride). Product: ClC1=C(C(=O)C2=C(C=C(C(=C2)OC2=CC=CC=C2)OC)C)C(=CC=C1)Cl (2,6-Dichloro-4'-methoxy-2'-methyl-5'-phenoxy-benzophenone). Conditions: temperature 100 celsius. Reaction SMILES: [Cl:1][C:2]1[CH:10]=[CH:9][CH:8]=[C:7]([Cl:11])[C:3]=1[C:4](Cl)=[O:5].[CH3:12][C:13]1[CH:14]=[C:15]([O:19][CH3:20])[CH:16]=[CH:17][CH:18]=1.[C:21]1(C)[CH:26]=[CH:25][CH:24]=[CH:23][CH:22]=1.[OH2:28]>[Fe](Cl)(Cl)Cl>[Cl:1][C:2]1[CH:10]=[CH:9][CH:8]=[C:7]([Cl:11])[C:3]=1[C:4]([C:18]1[CH:17]=[C:16]([O:28][C:21]2[CH:26]=[CH:25][CH:24]=[CH:23][CH:22]=2)[C:15]([O:19][CH3:20])=[CH:14][C:13]=1[CH3:12])=[O:5]. Reactants: [H-].[Al+3].[Li+].[H-].[H-].[H-] (lithium aluminum hydride), O1CCCC1 (tetrahydrofuran), FC1=CC=C(C(=O)CCC(=O)N2CCC(CC2)N2C(NC3=C2C=CC=C3)=O)C=C1 (1-[1-(β-p-fluorobenzoylpropionyl)-4-piperidyl]-2-oxobenzimidazoline). Run in O (water). Run at time 1 hour. Product: FC1=CC=C(C=C1)C(CCCN1CCC(CC1)N1C(NC2=C1C=CC=C2)=O)O (1-(p-fluorophenyl)-4-[4-(2-oxo-1-benzimidazolinyl)-piperidino]-1-butanol). RXN SMILES: [H-].[Al+3].[Li+].[H-].[H-].[H-].O1CCCC1.[F:12][C:13]1[CH:40]=[CH:39][C:16]([C:17]([CH2:19][CH2:20][C:21]([N:23]2[CH2:28][CH2:27][CH:26]([N:29]3[C:33]4[CH:34]=[CH:35][CH:36]=[CH:37][C:32]=4[NH:31][C:30]3=[O:38])[CH2:25][CH2:24]2)=O)=[O:18])=[CH:15][CH:14]=1>O>[F:12][C:13]1[CH:40]=[CH:39][C:16]([CH:17]([OH:18])[CH2:19][CH2:20][CH2:21][N:23]2[CH2:28][CH2:27][CH:26]([N:29]3[C:33]4[CH:34]=[CH:35][CH:36]=[CH:37][C:32]=4[NH:31][C:30]3=[O:38])[CH2:25][CH2:24]2)=[CH:15][CH:14]=1 |f:0.1.2.3.4.5|. Procedure details: To a stirred mixture of 2.0 g of lithium aluminum hydride and 180 ml of tetrahydrofuran at room temperature, was added 4.6 g of 1-[1-(β-p-fluorobenzoylpropionyl)-4-piperidyl]-2-oxobenzimidazoline portionwise over a period of about 10 minutes. The mixture was further stirred at room temperature for one hour, then gradually heated to 60°C over a period of one hour, stirred for additional 4 hours at 60° - 65°C, and then cooled in ice. To the reaction mixture was carefully added 20 milliliters of co...